Dataset: the Open Reaction Database (ORD), a public repository of structured organic reaction records. Task: describe an organic reaction: reactants, conditions, products, and yield Product: O=C(CN1CCC(Oc2ccccc2)CC1)Nc1ccc2[nH]c(=O)oc2c1. Reactants: CCOCC, Cl, Nc1ccc2[nH]c(=O)oc2c1, O=C(O)CN1CCC(Oc2ccccc2)CC1. RXN SMILES: [CH2:30]([O:31][CH2:32][CH3:33])[CH3:34].[ClH:1].[NH2:19][c:20]1[cH:21][c:22]2[c:23]([nH:24][c:25](=[O:27])[o:26]2)[cH:28][cH:29]1.[O:2]([c:3]1[cH:4][cH:5][cH:6][cH:7][cH:8]1)[CH:9]1[CH2:10][CH2:11][N:12]([CH2:15][C:16](=[O:17])[OH:18])[CH2:13][CH2:14]1>>[O:2]([c:3]1[cH:4][cH:5][cH:6][cH:7][cH:8]1)[CH:9]1[CH2:10][CH2:11][N:12]([CH2:15][C:16](=[O:18])[NH:19][c:20]2[cH:21][c:22]3[c:23]([nH:24][c:25](=[O:27])[o:26]3)[cH:28][cH:29]2)[CH2:13][CH2:14]1. Reactants: NC1=N[C@]2([C@H](S(C1(C)C)(=O)=O)C[C@@H](OC1=C2C=C(C=C1)NC(C1=NC=C(C=C1COC)Cl)=O)C)C (N-((4aR,6S,11bR)-2-amino-3,3,6,11b-tetramethyl-4,4-dioxido-4a,5,6,11b-tetrahydro-3H-benzo[6,7]oxepino[4,5-b][1,4]thiazin-10-yl)-5-chloro-3-(methoxymethyl)picolinamide), B(Br)(Br)Br (BBr3). Run in C(Cl)Cl (DCM). Run at temperature 0 celsius, time 1 hour. The product is NC1=N[C@]2([C@H](S(C1(C)C)(=O)=O)C[C@@H](OC1=C2C=C(C=C1)NC(C1=NC=C(C=C1CO)Cl)=O)C)C (N-((4aR,6S,11bR)-2-amino-3,3,6,11b-tetramethyl-4,4-dioxido-4a,5,6,11b-tetrahydro-3H-benzo[6,7]oxepino[4,5-b][1,4]thiazin-10-yl)-5-chloro-3-(hydroxymethyl)picolinamide). The yield is 24.6%. As a reaction SMILES: [NH2:1][C:2]1[C:7]([CH3:9])([CH3:8])[S:6](=[O:11])(=[O:10])[C@@H:5]2[CH2:12][C@H:13]([CH3:34])[O:14][C:15]3[CH:20]=[CH:19][C:18]([NH:21][C:22](=[O:33])[C:23]4[C:28]([CH2:29][O:30]C)=[CH:27][C:26]([Cl:32])=[CH:25][N:24]=4)=[CH:17][C:16]=3[C@@:4]2([CH3:35])[N:3]=1.B(Br)(Br)Br>C(Cl)Cl>[NH2:1][C:2]1[C:7]([CH3:9])([CH3:8])[S:6](=[O:10])(=[O:11])[C@@H:5]2[CH2:12][C@H:13]([CH3:34])[O:14][C:15]3[CH:20]=[CH:19][C:18]([NH:21][C:22](=[O:33])[C:23]4[C:28]([CH2:29][OH:30])=[CH:27][C:26]([Cl:32])=[CH:25][N:24]=4)=[CH:17][C:16]=3[C@@:4]2([CH3:35])[N:3]=1. Reported procedure: A round bottom flask was charged with N-((4aR,6S,11bR)-2-amino-3,3,6,11b-tetramethyl-4,4-dioxido-4a,5,6,11b-tetrahydro-3H-benzo[6,7]oxepino[4,5-b][1,4]thiazin-10-yl)-5-chloro-3-(methoxymethyl)picolinamide (125 mg, 0.240 mmol) and DCM (2.4 ml), and the solution was cooled to 0° C. under nitrogen. BBr3 (47.6 μl, 0.504 mmol) was added dropwise, and the mixture was allowed to warm to RT. After stirring at RT for 1 h, the reaction was quenched with water and neutralized with saturated aqueous sodium ... Reactants: FC=1C=CC(=NC1)N1N=C(C=C1)CO ([1-(5-fluoropyridin-2-yl)-1H-pyrazol-3-yl]methanol), Example 28. The reagents and catalysts are [O-2].[O-2].[Mn+4] (manganese dioxide). The solvent is C(Cl)(Cl)Cl (CHCl3). Run at temperature 60 celsius, time 3 hour. The product is FC=1C=CC(=NC1)N1N=C(C=C1)C=O (1-(5-Fluoropyridin-2-yl)-1H-pyrazole-3-carbaldehyde). As a reaction SMILES: [F:1][C:2]1[CH:3]=[CH:4][C:5]([N:8]2[CH:12]=[CH:11][C:10]([CH2:13][OH:14])=[N:9]2)=[N:6][CH:7]=1>C(Cl)(Cl)Cl.[O-2].[O-2].[Mn+4]>[F:1][C:2]1[CH:3]=[CH:4][C:5]([N:8]2[CH:12]=[CH:11][C:10]([CH:13]=[O:14])=[N:9]2)=[N:6][CH:7]=1 |f:2.3.4|. Procedure details: To a suspension of [1-(5-fluoropyridin-2-yl)-1H-pyrazol-3-yl]methanol obtained in Reference Example 28 (8.0 g, 34.0 mmol) in CHCl3 (100 mL), 85% manganese dioxide (29.6 g, 0.34 mol) was added, and the resulting mixture was stirred for 3 hours at 60° C. The reaction mixture was filtered through Celite®, the solid was washed with CHCl3, and the filtrate was concentrated under reduced pressure. The obtained residue was washed with diethyl ether, and filtered out to obtain the title compound (5.3 g)... Conditions: time 24 hour. Yields the product C1(=CC=CC=C1)CCCCCCCCBr (8-phenyloctyl bromide), C1(=CC=CC=C1)CCCCCCCCC1=C(C=CC=C1)C=1OCC(N1)(C)C (2-[2-(8-phenyloctyl)phenyl]-4,4-dimethyloxazoline). Reaction SMILES: [CH2:1]([C:13]1[CH:20]=[CH:19][CH:18]=[CH:17][C:14]=1C=O)[CH2:2][CH2:3][CH2:4][CH2:5][CH2:6][CH2:7][CH2:8]CCCC.[C:21]1([CH2:27][CH2:28][CH2:29][CH2:30][CH2:31][CH2:32][CH2:33][CH2:34][Mg][Br:36])[CH:26]=[CH:25][CH:24]=[CH:23][CH:22]=1.CO[C:39]1[CH:44]=[CH:43][CH:42]=[CH:41][C:40]=1[C:45]1[O:46][CH2:47][C:48]([CH3:51])([CH3:50])[N:49]=1.C1(CCCCCCCCO)C=CC=CC=1.C(Br)(Br)(Br)Br.C1(P(C2C=CC=CC=2)C2C=CC=CC=2)C=CC=CC=1>O1CCCC1.C(Cl)Cl>[C:13]1([CH2:1][CH2:2][CH2:3][CH2:4][CH2:5][CH2:6][CH2:7][CH2:8][Br:36])[CH:20]=[CH:19][CH:18]=[CH:17][CH:14]=1.[C:21]1([CH2:27][CH2:28][CH2:29][CH2:30][CH2:31][CH2:32][CH2:33][CH2:34][C:39]2[CH:44]=[CH:43][CH:42]=[CH:41][C:40]=2[C:45]2[O:46][CH2:47][C:48]([CH3:51])([CH3:50])[N:49]=2)[CH:26]=[CH:25][CH:24]=[CH:23][CH:22]=1. Procedure: Following the procedures of Example 1(a), (b) and (c), to 8-phenyloctylmagnesium bromide (from 24.25 mmoles of 8-phenyloctyl bromide and 21.27 mmoles of magnesium) in distilled tetrahydrofuran (40 ml) was added 2-(2-methoxyphenyl)-4,4-dimethyloxazoline (17.10 mmoles) in tetrahydrofuran (20 ml). [The 8-phenyloctyl bromide was prepared from 8-phenyloctanol, carbon tetrabromide and triphenylphosphine in methylene chloride as described in Example 5(a).] After stirring for 24 hours, the reaction mixt... The reactants are C1(=CC=CC=C1)CCCCCCCC[Mg]Br (8-phenyloctylmagnesium bromide), COC1=C(C=CC=C1)C=1OCC(N1)(C)C (2-(2-methoxyphenyl)-4,4-dimethyloxazoline), ( b ), C(CCCCCCCCCCC)C1=C(C=O)C=CC=C1 (2-Dodecylbenzaldehye), C1(=CC=CC=C1)CCCCCCCCO (8-phenyloctanol), C(Br)(Br)(Br)Br (carbon tetrabromide), C1(=CC=CC=C1)P(C1=CC=CC=C1)C1=CC=CC=C1 (triphenylphosphine). Solvent: O1CCCC1 (tetrahydrofuran), O1CCCC1 (tetrahydrofuran), C(Cl)Cl (methylene chloride). Starting materials: C1CCOC1, CCCCCc1c(-c2ccccc2)n(Cc2ccccc2)c2ccc(-c3ccc(OCC(=O)OC)cc3)cc12, CO, [K+], [OH-]. RXN SMILES: [CH2:42]1[O:43][CH2:44][CH2:45][CH2:46]1.[CH3:1][O:2][C:3]([CH2:4][O:5][c:6]1[cH:7][cH:8][c:9](-[c:12]2[cH:13][c:14]3[c:15]([CH2:34][CH2:35][CH2:36][CH2:37][CH3:38])[c:16](-[c:28]4[cH:29][cH:30][cH:31][cH:32][cH:33]4)[n:17]([CH2:21][c:22]4[cH:23][cH:24][cH:25][cH:26][cH:27]4)[c:18]3[cH:19][cH:20]2)[cH:10][cH:11]1)=[O:39].[CH3:47][OH:48].[K+:41].[OH-:40]>>[O:2]=[C:3]([CH2:4][O:5][c:6]1[cH:7][cH:8][c:9](-[c:12]2[cH:13][c:14]3[c:15]([CH2:34][CH2:35][CH2:36][CH2:37][CH3:38])[c:16](-[c:28]4[cH:29][cH:30][cH:31][cH:32][cH:33]4)[n:17]([CH2:21][c:22]4[cH:23][cH:24][cH:25][cH:26][cH:27]4)[c:18]3[cH:19][cH:20]2)[cH:10][cH:11]1)[OH:39]. Yields the product CCCCCc1c(-c2ccccc2)n(Cc2ccccc2)c2ccc(-c3ccc(OCC(=O)O)cc3)cc12.